From a dataset of the Open Reaction Database (ORD), a public repository of structured organic reaction records. describe an organic reaction: reactants, conditions, products, and yield The reactants are COc1cc(C(=O)CBr)cc(C#N)c1OC, CCCCCCO, ClCCl, O=[Se]=O. The product is CCCCCCOC(=O)C(=O)c1cc(C#N)c(OC)c(OC)c1. Reaction SMILES: [Br:1][CH2:2][C:3](=[O:4])[c:5]1[cH:6][c:7]([O:15][CH3:16])[c:8]([O:13][CH3:14])[c:9]([C:10]#[N:11])[cH:12]1.[CH2:20]([CH2:21][CH2:22][CH2:23][CH2:24][CH3:25])[OH:26].[CH2:27]([Cl:28])[Cl:29].[Se:17](=[O:18])=[O:19]>>[C:2]([C:3](=[O:4])[c:5]1[cH:6][c:7]([O:15][CH3:16])[c:8]([O:13][CH3:14])[c:9]([C:10]#[N:11])[cH:12]1)(=[O:18])[O:26][CH2:20][CH2:21][CH2:22][CH2:23][CH2:24][CH3:25].